This data is from the Open Reaction Database (ORD), a public repository of structured organic reaction records. The task is: describe an organic reaction: reactants, conditions, products, and yield The reactants are [Al+3], C1CCOC1, [H-], [H-], [H-], [H-], [Li+], O=C(O)C1COc2ccccc2O1. The product is OCC1COc2ccccc2O1. Reaction SMILES: [Al+3:15].[CH2:20]1[O:21][CH2:22][CH2:23][CH2:24]1.[H-:14].[H-:17].[H-:18].[H-:19].[Li+:16].[O:1]1[CH:2]([C:11](=[O:12])[OH:13])[CH2:3][O:4][c:5]2[c:6]1[cH:7][cH:8][cH:9][cH:10]2>>[O:1]1[CH:2]([CH2:11][OH:12])[CH2:3][O:4][c:5]2[c:6]1[cH:7][cH:8][cH:9][cH:10]2. Reactants: CCCCCC (hexane), [OH-].[K+] (Potassium hydroxide), ClC1=CC=C(C=C1)C1=CC=C(C=C1)CCOC(C(=O)OCC)C (ethyl 2-{2-[4-(4-chlorophenyl)phenyl]-ethoxy}propionate), resultant solution. The solvent is CO (methanol). Yields the product ClC1=CC=C(C=C1)C1=CC=C(C=C1)CCOC(C(=O)O)C (2-{2-[4-(4-chlorophenyl)phenyl]-ethoxy}propionic acid). Isolated yield 60.8%. As a reaction SMILES: [OH-].[K+].[Cl:3][C:4]1[CH:9]=[CH:8][C:7]([C:10]2[CH:15]=[CH:14][C:13]([CH2:16][CH2:17][O:18][CH:19]([CH3:25])[C:20]([O:22]CC)=[O:21])=[CH:12][CH:11]=2)=[CH:6][CH:5]=1.CCCCCC>CO>[Cl:3][C:4]1[CH:5]=[CH:6][C:7]([C:10]2[CH:15]=[CH:14][C:13]([CH2:16][CH2:17][O:18][CH:19]([CH3:25])[C:20]([OH:22])=[O:21])=[CH:12][CH:11]=2)=[CH:8][CH:9]=1 |f:0.1|. Procedure: Potassium hydroxide (5.5 g.) was added to a solution of ethyl 2-{2-[4-(4-chlorophenyl)phenyl]-ethoxy}propionate (7.0 g.) in methanol (50 ml.), and the resultant solution was heated under reflux for 2 hours. The mixture was cooled and solvent removed by evaporation, the residue was mixed with water (50 ml.) and the solution obtained was extracted with ether (2×50 ml.) to remove non-acidic material. The aqueous phase was acidified with 4 N-hydrochloric acid to pH 2-3 and extracted with ethyl aceta... Product: C(C)(=O)N1C[C@H]([C@@H](C1)O)NC(=O)C1=C(NC=2C1=NC=CC2C2=C(C=C(C(=C2)OC)F)OCC2CC2)C (N-[(3R*,4R*)-1-Acetyl-4-hydroxypyrrolidin-3-yl]-7-[2-(cyclopropylmethoxy)-4-fluoro-5-methoxyphenyl]-2-methyl-1H-pyrrolo[3,2-b]pyridine-3-carboxamide). The reactants are Cl.C1(CC1)COC1=C(C=C(C(=C1)F)OC)C1=C2C(=NC=C1)C(=C(N2)C)C(=O)N[C@@H]2CNC[C@H]2O (7-[2-(cyclopropylmethoxy)-4-fluoro-5-methoxyphenyl]-N-[(3R*,4R*)-4-hydroxypyrrolidin-3-yl]-2-methyl-1H-pyrrolo[3,2-b]pyridine-3-carboxamide hydrochloride), C(C)(=O)Cl (acetyl chloride). Procedure: Starting from 7-[2-(cyclopropylmethoxy)-4-fluoro-5-methoxyphenyl]-N-[(3R*,4R*)-4-hydroxypyrrolidin-3-yl]-2-methyl-1H-pyrrolo[3,2-b]pyridine-3-carboxamide hydrochloride (example D.f24) and commercially available acetyl chloride the title compound is obtained as colorless solid. Reaction SMILES: Cl.[CH:2]1([CH2:5][O:6][C:7]2[CH:12]=[C:11]([F:13])[C:10]([O:14][CH3:15])=[CH:9][C:8]=2[C:16]2[CH:21]=[CH:20][N:19]=[C:18]3[C:22]([C:26]([NH:28][C@H:29]4[C@H:33]([OH:34])[CH2:32][NH:31][CH2:30]4)=[O:27])=[C:23]([CH3:25])[NH:24][C:17]=23)[CH2:4][CH2:3]1.[C:35](Cl)(=[O:37])[CH3:36]>>[C:35]([N:31]1[CH2:32][C@@H:33]([OH:34])[C@H:29]([NH:28][C:26]([C:22]2[C:18]3=[N:19][CH:20]=[CH:21][C:16]([C:8]4[CH:9]=[C:10]([O:14][CH3:15])[C:11]([F:13])=[CH:12][C:7]=4[O:6][CH2:5][CH:2]4[CH2:4][CH2:3]4)=[C:17]3[NH:24][C:23]=2[CH3:25])=[O:27])[CH2:30]1)(=[O:37])[CH3:36] |f:0.1|. Run at time 2.5 hour. As a reaction SMILES: [Cl:1][C:2]1[CH:7]=[C:6]([CH2:8][C:9]#[N:10])[C:5]([N+:11]([O-])=O)=[CH:4][N:3]=1>C(O)C.[Ni].O>[NH2:11][C:5]1[C:6]([CH2:8][C:9]#[N:10])=[CH:7][C:2]([Cl:1])=[N:3][CH:4]=1. Reported procedure: A solution of (2-chloro-5-nitro-4-pyridyl) acetonitrile in ethanol (100 mL) was added to a suspension of 50% Raney nickel in water (3.2 g) diluted with ethanol (150 mL). The mixture was hydrogenated in a Parr shaker at 3 atmospheres pressure for 2.5 hours and then filtered through Celite® (diatomaceous earth) to remove the catalyst. The solvent was removed in vacuo to leave a dark oil which was subjected to flash chromatography on silica gel using 3:1 ethyl acetate/hexanes as eluant. Fractions c... The solvent is C(C)O (ethanol), O (water), C(C)O (ethanol). Product: NC=1C(=CC(=NC1)Cl)CC#N ((5-Amino-2-chloro-4-pyridyl) acetonitrile). The reagents and catalysts are [Ni] (Raney nickel). The reactants are ClC1=NC=C(C(=C1)CC#N)[N+](=O)[O-] ((2-chloro-5-nitro-4-pyridyl) acetonitrile), ethyl acetate hexanes. Starting materials: [F-].C(CCC)[N+](CCCC)(CCCC)CCCC (tetrabutylammonium fluoride), ice, C1(=CC=CC=C1)CC[N+](=O)[O-] (1-phenyl-2-nitroethane), C(C)(C)(C)OC(=O)N1[C@H](C[C@@H](C1)F)C=O (4-(S)-fluoro-2-(R)-formylpyrrolidine-1-carboxylic acid tert-butyl ester). The solvent is C1CCOC1 (THF), C(C)(=O)OCC (ethyl acetate), C1CCOC1 (THF). Reaction conditions: time 5 minute. The product is title compounds, C(C)(C)(C)OC(=O)N1[C@H](C[C@@H](C1)F)[C@@H]([C@H](CC1=CC=CC=C1)[N+](=O)[O-])O (4-(S)-fluoro-2-(R)-(1-(S)-hydroxy-2-(S)-nitro-3-phenylpropyl)-pyrrolidine-1-carboxylic acid tert-butyl ester), C(C)(C)(C)OC(=O)N1[C@H](C[C@@H](C1)F)[C@H]([C@H](CC1=CC=CC=C1)[N+](=O)[O-])O (4-(S)-fluoro-2-(R)-(1-(R)-hydroxy-2-(S)-nitro-3-phenylpropyl)-pyrrolidine-1-carboxylic acid tert-butyl ester). Yield: 46.0%. As a reaction SMILES: [F-].C([N+](CCCC)(CCCC)CCCC)CCC.[C:19]1([CH2:25][CH2:26][N+:27]([O-:29])=[O:28])[CH:24]=[CH:23][CH:22]=[CH:21][CH:20]=1.[C:30]([O:34][C:35]([N:37]1[CH2:41][C@@H:40]([F:42])[CH2:39][C@@H:38]1[CH:43]=[O:44])=[O:36])([CH3:33])([CH3:32])[CH3:31]>C1COCC1.C(OCC)(=O)C>[C:30]([O:34][C:35]([N:37]1[CH2:41][C@@H:40]([F:42])[CH2:39][C@@H:38]1[C@H:43]([OH:44])[C@@H:26]([N+:27]([O-:29])=[O:28])[CH2:25][C:19]1[CH:24]=[CH:23][CH:22]=[CH:21][CH:20]=1)=[O:36])([CH3:33])([CH3:32])[CH3:31].[C:30]([O:34][C:35]([N:37]1[CH2:41][C@@H:40]([F:42])[CH2:39][C@@H:38]1[C@@H:43]([OH:44])[C@@H:26]([N+:27]([O-:29])=[O:28])[CH2:25][C:19]1[CH:24]=[CH:23][CH:22]=[CH:21][CH:20]=1)=[O:36])([CH3:33])([CH3:32])[CH3:31] |f:0.1|. Procedure details: Add tetrabutylammonium fluoride (2.0 mL of 1.0 M solution in THF) to an ice-cold solution of 1-phenyl-2-nitroethane (0.51 mL, 3.79 mmol) in THF (2 mL). Stir 5 min and add 4-(S)-fluoro-2-(R)-formylpyrrolidine-1-carboxylic acid tert-butyl ester (0.58 g, 1.95 mmol) in THF (6 mL). Stir 90 min, dilute with ethyl acetate, wash with water (3×50 mL), saturated aqueous sodium chloride, dry (magnesium sulfate) and purify (silica gel chromatography, eluting with hexanes and ethyl acetate) to give the title... Reactants: C(CCC)OC1=CC=C(C=C1)S(=O)(=O)C1(CCN(CC1)CCCOC1=CC=CC=C1)C(=O)O (4-(4-n-butoxy-benzenesulfonyl)-1-(3-phenoxy-propyl)-piperidine-4-carboxylic acid), ONC(=O)C1CCNCC1 (piperidine-4-carboxylic acid hydroxyamide). Yields the product ONC(=O)C1(CCN(CC1)CCCOC1=CC=CC=C1)S(=O)(=O)C1=CC=C(C=C1)OCCCC (4-(4-n-Butoxy-benzenesulfonyl)-1-(3-phenoxy-propyl)-piperidine-4-carboxylic acid hydroxyamide). As a reaction SMILES: [CH2:1]([O:5][C:6]1[CH:11]=[CH:10][C:9]([S:12]([C:15]2([C:31]([OH:33])=O)[CH2:20][CH2:19][N:18]([CH2:21][CH2:22][CH2:23][O:24][C:25]3[CH:30]=[CH:29][CH:28]=[CH:27][CH:26]=3)[CH2:17][CH2:16]2)(=[O:14])=[O:13])=[CH:8][CH:7]=1)[CH2:2][CH2:3][CH3:4].[OH:34][NH:35]C(C1CCNCC1)=O>>[OH:34][NH:35][C:31]([C:15]1([S:12]([C:9]2[CH:10]=[CH:11][C:6]([O:5][CH2:1][CH2:2][CH2:3][CH3:4])=[CH:7][CH:8]=2)(=[O:14])=[O:13])[CH2:20][CH2:19][N:18]([CH2:21][CH2:22][CH2:23][O:24][C:25]2[CH:30]=[CH:29][CH:28]=[CH:27][CH:26]=2)[CH2:17][CH2:16]1)=[O:33]. Procedure details: Starting from 4-(4-n-butoxy-benzenesulfonyl)-1-(3-phenoxy-propyl)-piperidine-4-carboxylic acid (700 mg, 1.4 mmol) and following the procedure as outlined in example 83, 300 mg of 4-(4-n-butoxy-benzenesulfonyl)-1-3-phenoxy-propyl)-piperidine-4-carboxylic acid hydroxyamide was isolated as an off white solid. Yield 43%; mp 84° C.; MS: 491.5 (M+H)+; 1H NMR (300 MHz, DMSO-d6): δ0.9 (t, 3H), 1.5 (m, 2H), 1.8 (m, 2H), 2.18 (m, 2H), 2,3 (m, 2H), 2.58 (m, 2H), 2.6-2.73 (m, 2H), 3.2 (m, 2H), 3.40 (m 6H), ... Reactants: COc1ccc(CN)cc1, CS(C)=O, O, Cc1ccc(S(=O)(=O)OCC2COc3ccc4c(c3O2)CC(=O)N4)cc1. The product is COc1ccc(CNCC2COc3ccc4c(c3O2)CC(=O)N4)cc1. As a reaction SMILES: [CH3:27][O:28][c:29]1[cH:30][cH:31][c:32]([CH2:33][NH2:34])[cH:35][cH:36]1.[CH3:38][S:39]([CH3:40])=[O:41].[OH2:37].[c:1]1([CH3:2])[cH:3][cH:4][c:5]([S:6]([O:7][CH2:11][CH:12]2[CH2:13][O:14][c:15]3[c:16]([c:17]4[c:21]([cH:22][cH:23]3)[NH:20][C:19](=[O:24])[CH2:18]4)[O:25]2)(=[O:8])=[O:9])[cH:10][cH:26]1>>[CH2:11]([CH:12]1[CH2:13][O:14][c:15]2[c:16]([c:17]3[c:21]([cH:22][cH:23]2)[NH:20][C:19](=[O:24])[CH2:18]3)[O:25]1)[NH:34][CH2:33][c:32]1[cH:31][cH:30][c:29]([O:28][CH3:27])[cH:36][cH:35]1.